From a dataset of the Open Reaction Database (ORD), a public repository of structured organic reaction records. describe an organic reaction: reactants, conditions, products, and yield Reactants: O1C(CCCC1)N1N=CC=C1B1OC(C(O1)(C)C)(C)C (1-(Tetrahydro-2H-pyran-2-yl)-5-(4,4,5,5-tetramethyl-1,3,2-dioxaborolan-2-yl)-1H-pyrazole), BrC=1C=C(C(=O)NC2=CC=C(C=C2)OC(F)(F)Cl)C=CC1N1C[C@@H]([C@H](C1)O)O (3-bromo-N-(4-(chlorodifluoromethoxy)phenyl)-4-((3S,4S)-3,4-dihydroxypyrrolidin-1-yl)benzamide), C(=O)([O-])[O-].[Na+].[Na+] (Na2CO3), C(=O)(C(F)(F)F)O (TFA), C(=O)([O-])[O-].[Na+].[Na+] (Na2CO3). The reagents and catalysts are Cl[Pd]([P](C1=CC=CC=C1)(C2=CC=CC=C2)C3=CC=CC=C3)([P](C4=CC=CC=C4)(C5=CC=CC=C5)C6=CC=CC=C6)Cl (PdCl2(PPh3)2). Run in COCCOC (DME), CCO (EtOH). Run at time 2 hour. Product: ClC(OC1=CC=C(C=C1)NC(C1=CC(=C(C=C1)N1C[C@@H]([C@H](C1)O)O)C1=CC=NN1)=O)(F)F (N-(4-(Chlorodifluoromethoxy)phenyl)-4-((3S,4S)-3,4-dihydroxypyrrolidin-1-yl)-3-(1H-pyrazol-5-yl)benzamide). RXN SMILES: O1CCCCC1[N:7]1[C:11](B2OC(C)(C)C(C)(C)O2)=[CH:10][CH:9]=[N:8]1.Br[C:22]1[CH:23]=[C:24]([CH:39]=[CH:40][C:41]=1[N:42]1[CH2:46][C@H:45]([OH:47])[C@@H:44]([OH:48])[CH2:43]1)[C:25]([NH:27][C:28]1[CH:33]=[CH:32][C:31]([O:34][C:35]([Cl:38])([F:37])[F:36])=[CH:30][CH:29]=1)=[O:26].C([O-])([O-])=O.[Na+].[Na+].C(O)(C(F)(F)F)=O>COCCOC.Cl[Pd](Cl)([P](C1C=CC=CC=1)(C1C=CC=CC=1)C1C=CC=CC=1)[P](C1C=CC=CC=1)(C1C=CC=CC=1)C1C=CC=CC=1.CCO>[Cl:38][C:35]([F:36])([F:37])[O:34][C:31]1[CH:30]=[CH:29][C:28]([NH:27][C:25](=[O:26])[C:24]2[CH:23]=[CH:22][C:41]([N:42]3[CH2:43][C@H:44]([OH:48])[C@@H:45]([OH:47])[CH2:46]3)=[C:40]([C:11]3[NH:7][N:8]=[CH:9][CH:10]=3)[CH:39]=2)=[CH:33][CH:32]=1 |f:2.3.4,^1:70,89|. Reported procedure: 1-(Tetrahydro-2H-pyran-2-yl)-5-(4,4,5,5-tetramethyl-1,3,2-dioxaborolan-2-yl)-1H-pyrazole (126 mg, 0.451 mmol) and PdCl2(PPh3)2 (15.84 mg, 23 μmol) were added to a mixture of 3-bromo-N-(4-(chlorodifluoromethoxy)phenyl)-4-((3S,4S)-3,4-dihydroxypyrrolidin-1-yl)benzamide (Stage 77.1, 110 mg, 0.226 mmol) and Na2CO3 (0.451 mL, 0.903 mmol) in DME (1.5 mL)/EtOH (0.3 mL) in a vial, which was sealed, purged with argon and the RM was subjected to MW irradiation at 125° C. for 30 min. The RM was filtered th...